This data is from the Open Reaction Database (ORD), a public repository of structured organic reaction records. The task is: describe an organic reaction: reactants, conditions, products, and yield Starting materials: IC=1C=C(C=CC1C)O (3-Iodo-4-methylphenol), C(C)(C)(C)[Si](Cl)(C)C (tert-butyldimethylchlorosilane), N1C=NC=C1 (imidazole). Solvent: CN(C)C=O (DMF), C(C)OCC (diethylether). Run at time 16 hour. Product: [Si](C)(C)(C(C)(C)C)OC=1C=CC(=C(C1)I)C (5-tert-Butyldimethylsilyloxy-2-methylphenyliodide). As a reaction SMILES: [I:1][C:2]1[CH:3]=[C:4]([OH:9])[CH:5]=[CH:6][C:7]=1[CH3:8].[C:10]([Si:14]([CH3:17])([CH3:16])Cl)([CH3:13])([CH3:12])[CH3:11].N1C=CN=C1>CN(C=O)C.C(OCC)C>[Si:14]([O:9][C:4]1[CH:5]=[CH:6][C:7]([CH3:8])=[C:2]([I:1])[CH:3]=1)([C:10]([CH3:13])([CH3:12])[CH3:11])([CH3:17])[CH3:16]. Procedure details: A mixture of 3-iodo-4-methylphenol 1-1 (500 mg, 2.14 mmol), tert-butyldimethylchlorosilane (387 mg, 2.57 mmol) and imidazole (175 mg, 2.57 mmol) in 11 mL of DMF was stirred at rt for 16 h, and then diluted with diethylether, washed with water, brine, dried (MgSO4) and evaporated. The residue was subjected to MPLC on a 40 g column of SiO2 eluting with hexanes to provide 5-tert-butyldimethylsilyloxy-2-methylphenyliodide 1-2 as an oil. 1H NMR (300 MHz, DMSO-d6): δ 0.17 (s, 6H), 0.93 (s, 9H), 2.29 (... The reactants are CC(=O)O, O=C(Nc1cc(Oc2ccc([N+](=O)[O-])cn2)c(Cl)cc1F)C(F)(F)F, [Fe]. Yields the product Nc1ccc(Oc2cc(NC(=O)C(F)(F)F)c(F)cc2Cl)nc1. RXN SMILES: [CH3:27][C:28](=[O:29])[OH:30].[Cl:1][c:2]1[cH:3][c:4]([F:25])[c:5]([NH:18][C:19]([C:20]([F:21])([F:22])[F:23])=[O:24])[cH:6][c:7]1[O:8][c:9]1[n:10][cH:11][c:12]([N+:15]([O-:16])=[O:17])[cH:13][cH:14]1.[Fe:26]>>[Cl:1][c:2]1[cH:3][c:4]([F:25])[c:5]([NH:18][C:19]([C:20]([F:21])([F:22])[F:23])=[O:24])[cH:6][c:7]1[O:8][c:9]1[n:10][cH:11][c:12]([NH2:15])[cH:13][cH:14]1. Starting materials: FC1=C(C(=CC=C1)F)C1=NC(=C(N1)C1=CC=C2C(=N1)N(C(=N2)N)[C@@H](C(C)(C)C)C)C2=CC=C(C=C2)F (5-[2-(2,6-difluoro-phenyl)-5-(4-fluoro-phenyl)-3H-imidazol-4-yl]-3-(1(R),2,2-trimethyl-propyl)-3H-imidazo[4,5-b]pyridin-2-ylamine), CS(=O)(=O)O (methanesulfonic acid). The solvent is CO.O (methanol water). Product: CS(=O)(=O)O.FC1=C(C(=CC=C1)F)C1=NC(=C(N1)C1=CC=C2C(=N1)N(C(=N2)N)[C@@H](C(C)(C)C)C)C2=CC=C(C=C2)F (5-[2-(2,6-Difluoro-phenyl)-5-(4-fluoro-phenyl)-3H-imidazol-4-yl]-3-(1(R), 2,2-trimethyl-propyl)-3H-imidazo[4,5-b]pyridin-2-ylamine methanesulfonate). As a reaction SMILES: [F:1][C:2]1[CH:7]=[CH:6][CH:5]=[C:4]([F:8])[C:3]=1[C:9]1[NH:13][C:12]([C:14]2[N:19]=[C:18]3[N:20]([C@H:24]([CH3:29])[C:25]([CH3:28])([CH3:27])[CH3:26])[C:21]([NH2:23])=[N:22][C:17]3=[CH:16][CH:15]=2)=[C:11]([C:30]2[CH:35]=[CH:34][C:33]([F:36])=[CH:32][CH:31]=2)[N:10]=1.[CH3:37][S:38]([OH:41])(=[O:40])=[O:39]>CO.O>[CH3:37][S:38]([OH:41])(=[O:40])=[O:39].[F:1][C:2]1[CH:7]=[CH:6][CH:5]=[C:4]([F:8])[C:3]=1[C:9]1[NH:13][C:12]([C:14]2[N:19]=[C:18]3[N:20]([C@H:24]([CH3:29])[C:25]([CH3:28])([CH3:27])[CH3:26])[C:21]([NH2:23])=[N:22][C:17]3=[CH:16][CH:15]=2)=[C:11]([C:30]2[CH:31]=[CH:32][C:33]([F:36])=[CH:34][CH:35]=2)[N:10]=1 |f:2.3,4.5|. Reported procedure: Treat a solution of 5-[2-(2,6-difluoro-phenyl)-5-(4-fluoro-phenyl)-3H-imidazol-4-yl]-3-(1(R),2,2-trimethyl-propyl)-3H-imidazo[4,5-b]pyridin-2-ylamine in methanol-water with methanesulfonic acid followed by lyophilization to provide the title compound. The reactants are O=C1C=2N=CN(C2N=CN1)CCC(=O)OCC (3-(1,6-dihydro-6-oxo-9H-purin-9-yl)propionic acid, ethyl ester), NCCCN1C(CCC1)=O (1-(3-aminopropyl)-2-pyrrolidinone). The solvent is C(C)#N (acetonitrile), C(C)#N (acetonitrile). Yields the product O=C1C=2N=CN(C2N=CN1)CCC(=O)NCCCN1C(CCC1)=O (3-(1,6-dihydro-6-oxo-9H-purin-9-yl)-N-[3-(2-oxopyrrolidin-1-yl)propyl]propanamide). Isolated yield 52.5%. RXN SMILES: [O:1]=[C:2]1[NH:10][CH:9]=[N:8][C:7]2[N:6]([CH2:11][CH2:12][C:13]([O:15]CC)=O)[CH:5]=[N:4][C:3]1=2.[NH2:18][CH2:19][CH2:20][CH2:21][N:22]1[CH2:26][CH2:25][CH2:24][C:23]1=[O:27]>C(#N)C>[O:1]=[C:2]1[NH:10][CH:9]=[N:8][C:7]2[N:6]([CH2:11][CH2:12][C:13]([NH:18][CH2:19][CH2:20][CH2:21][N:22]3[CH2:26][CH2:25][CH2:24][C:23]3=[O:27])=[O:15])[CH:5]=[N:4][C:3]1=2. Procedure details: 250 mg (1.06 mmol) of 3-(1,6-dihydro-6-oxo-9H-purin-9-yl)propionic acid, ethyl ester (AIT-0027) was added to a 10 ml round bottom flask equipped with a magnetic stirring bar, reflux condenser, and a CaCL2 drying tube. 452 mg (3.18 mmol) 1-(3-aminopropyl)-2-pyrrolidinone and 1 ml acetonitrile were added. The solution was heated to reflux for 17 hours at which time all of the acetonitrile was evaporated leaving a dark viscous oil. The oil was chromatographed on 15 g silica gel, eluting with 40% me... Reactants: FC=1C=C(C=CC1OC1=CC=NC2=CC(=CC=C12)OC)NC(=O)C=1C(N(N(C1C)C[C@@H](C)OC([C@H](C)N)=O)C1=CC=CC=C1)=O ((S)—((R)-1-(4-(3-fluoro-4-(7-methoxyquinolin-4-yloxy)phenyl carbamoyl)-5-methyl-3-oxo-2-phenyl-2,3-dihydropyrazol-1-yl)propan-2-yl)2-amino-propanoate), CO (MeOH), P(O)(O)(O)=O (phosphoric acid). The solvent is CCOC(=O)C (EtOAc). Run at time 40 minute. The product is P(O)(O)(O)=O.FC=1C=C(C=CC1OC1=CC=NC2=CC(=CC=C12)OC)NC(=O)C=1C(N(N(C1C)C[C@@H](C)OC([C@H](C)N)=O)C1=CC=CC=C1)=O ((S)—((R)-1-(4-(3-fluoro-4-(7-methoxyquinolin-4-yloxy)phenylcarbamoyl)-5-methyl-3-oxo-2-phenyl-2,3-dihydropyrazol-1-yl)propan-2-yl)2-aminopropanoate phosphoric acid). Isolated yield 94.4%. Reaction SMILES: [F:1][C:2]1[CH:3]=[C:4]([NH:21][C:22]([C:24]2[C:25](=[O:45])[N:26]([C:39]3[CH:44]=[CH:43][CH:42]=[CH:41][CH:40]=3)[N:27]([CH2:30][C@H:31]([O:33][C:34](=[O:38])[C@@H:35]([NH2:37])[CH3:36])[CH3:32])[C:28]=2[CH3:29])=[O:23])[CH:5]=[CH:6][C:7]=1[O:8][C:9]1[C:18]2[C:13](=[CH:14][C:15]([O:19][CH3:20])=[CH:16][CH:17]=2)[N:12]=[CH:11][CH:10]=1.CO.[P:48](=[O:52])([OH:51])([OH:50])[OH:49]>CCOC(C)=O>[P:48](=[O:49])([OH:52])([OH:51])[OH:50].[F:1][C:2]1[CH:3]=[C:4]([NH:21][C:22]([C:24]2[C:25](=[O:45])[N:26]([C:39]3[CH:40]=[CH:41][CH:42]=[CH:43][CH:44]=3)[N:27]([CH2:30][C@H:31]([O:33][C:34](=[O:38])[C@@H:35]([NH2:37])[CH3:36])[CH3:32])[C:28]=2[CH3:29])=[O:23])[CH:5]=[CH:6][C:7]=1[O:8][C:9]1[C:18]2[C:13](=[CH:14][C:15]([O:19][CH3:20])=[CH:16][CH:17]=2)[N:12]=[CH:11][CH:10]=1 |f:4.5|. Procedure: To a solution of (S)—((R)-1-(4-(3-fluoro-4-(7-methoxyquinolin-4-yloxy)phenyl carbamoyl)-5-methyl-3-oxo-2-phenyl-2,3-dihydropyrazol-1-yl)propan-2-yl)2-amino-propanoate (61.3 mg, 0.1 mmol) in EtOAc (15 mL)/MeOH (10 mL) was added phosphoric acid (19.6 mg, 0.2 mmol). After stirring for 40 min, the mixture was concentrated in vacuo, and the resulted oil was washed with a mixture of MeOH (2 mL)/EtOAc (10 mL) followed by EtOAc (5 mL×3) to give the title compound as yellow oil (67.2 mg, 91.9%). Reactants: FC(C(=O)O)(F)F (Trifluoroacetic acid), C(C)(C)(C)OC(=O)OC=1C=C(C=CC1)C1=CC(=C(C(=O)OC(C)(C)C)C=C1)NC(=O)C=1C=NC=C(C1)C1=CC=CC=C1 (tert-butyl 4-(3-(tert-butoxycarbonyl)oxyphenyl)-2-(5-phenylpyridine-3-carboxamido)benzoate). Conditions: time 15 minute. The product is OC=1C=C(C=CC1)C1=CC(=C(C(=O)O)C=C1)NC(=O)C=1C=NC=C(C1)C1=CC=CC=C1 (4-(3-hydroxyphenyl)-2-(5-phenylpyridine-3-carboxamido)benzoic acid). Reaction SMILES: FC(F)(F)C(O)=O.C(OC([O:15][C:16]1[CH:17]=[C:18]([C:22]2[CH:34]=[CH:33][C:25]([C:26]([O:28]C(C)(C)C)=[O:27])=[C:24]([NH:35][C:36]([C:38]3[CH:39]=[N:40][CH:41]=[C:42]([C:44]4[CH:49]=[CH:48][CH:47]=[CH:46][CH:45]=4)[CH:43]=3)=[O:37])[CH:23]=2)[CH:19]=[CH:20][CH:21]=1)=O)(C)(C)C>>[OH:15][C:16]1[CH:17]=[C:18]([C:22]2[CH:34]=[CH:33][C:25]([C:26]([OH:28])=[O:27])=[C:24]([NH:35][C:36]([C:38]3[CH:39]=[N:40][CH:41]=[C:42]([C:44]4[CH:45]=[CH:46][CH:47]=[CH:48][CH:49]=4)[CH:43]=3)=[O:37])[CH:23]=2)[CH:19]=[CH:20][CH:21]=1. Procedure: Trifluoroacetic acid (4.0 mL) was added to the obtained tert-butyl 4-(3-(tert-butoxycarbonyl)oxyphenyl)-2-(5-phenylpyridine-3-carboxamido)benzoate, followed by stirring at room temperature for 1 hour and 15 minutes. The solvent was evaporated under reduced pressure, and diisopropyl ether was added to the obtained residue. The solid substance was collected by filtration to obtain 70 mg of 4-(3-hydroxyphenyl)-2-(5-phenylpyridine-3-carboxamido)benzoic acid as a light yellow solid.